This data is from the Open Reaction Database (ORD), a public repository of structured organic reaction records. The task is: describe an organic reaction: reactants, conditions, products, and yield Yields the product BrC1=C(C=C2CCN(C2=C1)C(NC=1C=NC=CC1)=O)SCC (6-Bromo-5-ethylthio-1-(3-pyridylcarbamoyl)indoline). RXN SMILES: [Br:1][C:2]1[CH:10]=[C:9]2[C:5]([CH2:6][CH2:7][NH:8]2)=[CH:4][C:3]=1[S:11][CH2:12][CH3:13].[N:14]1[CH:19]=[CH:18][CH:17]=[C:16]([N:20]=[C:21]=[O:22])[CH:15]=1>>[Br:1][C:2]1[CH:10]=[C:9]2[C:5]([CH2:6][CH2:7][N:8]2[C:21](=[O:22])[NH:20][C:16]2[CH:15]=[N:14][CH:19]=[CH:18][CH:17]=2)=[CH:4][C:3]=1[S:11][CH2:12][CH3:13]. Procedure details: 6-Bromo-5-ethylthioindoline (D84) (0.28 g, 1.09 mmol) was treated with 3-pyridylisocyanate as in the procedure described in Example 1. The product was recrystallised from ethanol/diethyl ether to yield the title compound (0.29 g, 70%) as an off-white crystalline solid m.p. 226°-227° C. Yield: 70.0%. Starting materials: BrC1=C(C=C2CCNC2=C1)SCC (6-Bromo-5-ethylthioindoline), N1=CC(=CC=C1)N=C=O (3-pyridylisocyanate). The reactants are C(F)(F)(F)CCCCCBr (CF3(CH2)5Br), OC=1C=CC=2C(C3=CC=C(C=C3OC2C1)O)=O (3,6-dihydroxy-xanthone), C(C)O (ethanol), [OH-].[K+] (KOH), [OH-].[K+] (KOH). Conditions: time 2 hour. The product is FC(CCCCCOC=1C=CC=2C(C3=CC=C(C=C3OC2C1)O)=O)(F)F (3-(6,6,6-trifluorohexyloxy)-6-hydroxyxanthone). Solvent: O (water). Reaction SMILES: [OH:1][C:2]1[CH:3]=[CH:4][C:5]2[C:6](=[O:17])[C:7]3[C:12]([O:13][C:14]=2[CH:15]=1)=[CH:11][C:10]([OH:16])=[CH:9][CH:8]=3.C(O)C.[OH-].[K+].[C:23]([CH2:27][CH2:28][CH2:29][CH2:30][CH2:31]Br)([F:26])([F:25])[F:24]>O>[F:24][C:23]([F:26])([F:25])[CH2:27][CH2:28][CH2:29][CH2:30][CH2:31][O:1][C:2]1[CH:3]=[CH:4][C:5]2[C:6](=[O:17])[C:7]3[C:12]([O:13][C:14]=2[CH:15]=1)=[CH:11][C:10]([OH:16])=[CH:9][CH:8]=3 |f:2.3|. Procedure details: To 3,6-dihydroxy-xanthone (0.58 g, 1 equivalent) is added 10 ml of ethanol, then 117 mg of KOH 0.8 equivalents), followed by 0.58 g of CF3(CH2)5Br (1 equivalent); after two hours of boiling this mixture, the pH had dropped to the acidic range, and another 100 mg of KOH was added and heating continued overnight. The cooled mixture was diluted with water (50 ml) and extracted with ethyl acetate (3×50 ml), the combined extracts washed with 5 ml of water and brought to dryness. Separation of the 3-c... The reactants are S(=O)(=O)([O-])OOS(=O)(=O)[O-].[NH4+].[NH4+] (ammonium persulfate), CCCCCCCCCC=1C=CC(=CC1)O (nonylphenol), S(=O)(=O)([O-])OOS(=O)(=O)[O-].[NH4+].[NH4+] (ammonium persulfate), C(C)(=O)OC=C (vinyl acetate). Run in O (water), O (water). The product is C(CCCCCCCCCCC)S (laurylmercaptan). Reaction SMILES: [S:1](OOS([O-])(=O)=O)([O-])(=O)=O.[NH4+].[NH4+].C(OC=C)(=O)C.[CH3:19][CH2:20][CH2:21][CH2:22][CH2:23][CH2:24][CH2:25][CH2:26][CH2:27][C:28]1C=CC(O)=[CH:32][CH:33]=1>O>[CH2:32]([SH:1])[CH2:33][CH2:28][CH2:27][CH2:26][CH2:25][CH2:24][CH2:23][CH2:22][CH2:21][CH2:20][CH3:19] |f:0.1.2|. Procedure details: As soon as the mixture has reached 80° C., a solution of 2 g of ammonium persulfate in 10 cm3 of water is added thereto. A mixture containing 1,251 g of vinyl acetate and 450 g of "Versatate VEOVA 10", and a solution containing 100 g of deionized water, 2 g of ammonium persulfate and 82.5 g of a 22% strength aqueous solution of polyoxyethyleneated nonylphenol (30 units of ethylene oxide), are then introduced simultaneously at a constant rate over 3 hours. Starting materials: Br (hydrobromic acid), OCCNC1=CC(=CC=C1)Cl (N-(2-Hydroxy-ethyl)-3-chloro-aniline), liquid. Run at temperature 124 celsius. Product: Cl.BrCCNC1=CC(=CC=C1)Cl (N-(2-Bromo-ethyl)-3-chloro-aniline hydrochloride). The yield is 146.7%. Reaction SMILES: [BrH:1].O[CH2:3][CH2:4][NH:5][C:6]1[CH:11]=[CH:10][CH:9]=[C:8]([Cl:12])[CH:7]=1>>[ClH:12].[Br:1][CH2:3][CH2:4][NH:5][C:6]1[CH:11]=[CH:10][CH:9]=[C:8]([Cl:12])[CH:7]=1 |f:2.3|. Procedure details: 50 gm of 50% hydrobromic acid were slowly added dropwise to 19 gm of the product obtained in step (a), while stirring. The vessel containing the resulting mixture was then connected to a Vigreux-column, and the mixture was heated until a temperature of about 124° C. was reached. After three hours of heating at that temperature, about 35 ml of liquid were distilled off. The residue solidified upon cooling and was purified by washing with acetone, yielding 22 gm of the desired product which had a ... Starting materials: C1(C=2C(C(N1)=O)=CC=CC2)=O.[K] (potassium phthalimide), [Cl-].[Na+].O.O (brine water). The solvent is CN(C)C=O (DMF). Conditions: temperature 80 celsius, time 5 hour. Product: O=C1O[C@H](CN1)CN1C(C2=CC=CC=C2C1=O)=O (2-(((5R)-2-oxo-1,3-oxazolidin-5-yl)methyl)-1H-isoindole-1,3(2H)-dione). RXN SMILES: [C:1]1(=[O:11])[NH:5][C:4](=[O:6])[C:3]2=[CH:7][CH:8]=[CH:9][CH:10]=[C:2]12.[K].[Cl-].[Na+].[OH2:15].[OH2:16]>CN(C=O)C>[O:15]=[C:1]1[NH:5][CH2:4][C@H:3]([CH2:2][N:5]2[C:1](=[O:11])[C:2]3[C:3](=[CH:7][CH:8]=[CH:9][CH:10]=3)[C:4]2=[O:6])[O:16]1 |f:0.1,2.3.4.5,^1:11|. Procedure: A solution of Example IA (22.16 g) in DMF (163 mL) at room temperature was treated with potassium phthalimide (16.7 g), heated to 80° C., stirred for 5 hours, poured into 1:1 brine/water (200 mL), and extracted with dichloromethane. The extract was dried (MgSO4), filtered, and concentrated. The concentrate was treated with ethyl acetate (200 mL), cooled to 5° C., and filtered. The mother liquor was concentrated, treated with ethyl acetate (100 mL), cooled to 5° C., filtered, and combined with th... Starting materials: C1CCOC1, CO, CCOC(=O)C(C)=Cc1cc(-c2ccc(OCc3cc(OC)ccc3-c3ccc(Cl)cc3)cc2)n(C2CCCCC2)n1, [Li+], [OH-]. Yields the product COc1ccc(-c2ccc(Cl)cc2)c(COc2ccc(-c3cc(C=C(C)C(=O)O)nn3C3CCCCC3)cc2)c1. As a reaction SMILES: [CH2:47]1[O:48][CH2:49][CH2:50][CH2:51]1.[CH3:45][OH:46].[Cl:1][c:2]1[cH:3][cH:4][c:5](-[c:8]2[c:9]([CH2:16][O:17][c:18]3[cH:19][cH:20][c:21](-[c:24]4[cH:25][c:26]([CH:35]=[C:36]([C:37](=[O:38])[O:39][CH2:40][CH3:41])[CH3:42])[n:27][n:28]4[CH:29]4[CH2:30][CH2:31][CH2:32][CH2:33][CH2:34]4)[cH:22][cH:23]3)[cH:10][c:11]([O:14][CH3:15])[cH:12][cH:13]2)[cH:6][cH:7]1.[Li+:44].[OH-:43]>>[Cl:1][c:2]1[cH:3][cH:4][c:5](-[c:8]2[c:9]([CH2:16][O:17][c:18]3[cH:19][cH:20][c:21](-[c:24]4[cH:25][c:26]([CH:35]=[C:36]([C:37](=[O:38])[OH:39])[CH3:42])[n:27][n:28]4[CH:29]4[CH2:30][CH2:31][CH2:32][CH2:33][CH2:34]4)[cH:22][cH:23]3)[cH:10][c:11]([O:14][CH3:15])[cH:12][cH:13]2)[cH:6][cH:7]1. Reactants: ClC=1C(=C(C(C)(C)O)C=CC1)C (3-chloro-2-methyl-alpha,alpha-dimethylbenzyl alcohol), C1(=CC=CC=C1)C (toluene), C(C(=O)O)(=O)O (oxalic acid). Solvent: O (water). Product: CC1=C(C=CC=C1C(=C)C)Cl (2-Methyl-3-isopropenylchlorobenzene). Yield: 53.4%. As a reaction SMILES: [Cl:1][C:2]1[C:3]([CH3:12])=[C:4]([CH:9]=[CH:10][CH:11]=1)[C:5](O)([CH3:7])[CH3:6].C1(C)C=CC=CC=1.C(O)(=O)C(O)=O>O>[CH3:12][C:3]1[C:4]([C:5]([CH3:7])=[CH2:6])=[CH:9][CH:10]=[CH:11][C:2]=1[Cl:1]. Reported procedure: 190 g of 3-chloro-2-methyl-alpha,alpha-dimethylbenzyl alcohol are refluxed with 1.5 1 of toluene and 370 g of oxalic acid under a water separator until no more water separates off. The oxalic acid is filtered off under suction and the filtrate is washed with sodium bicarbonate solution, dried over sodium sulfate and evaporated down. Fractional distillation of the residue gives 91.5 g of the desired compound, which is listed in Table 1 as Example 2.